Dataset: the Open Reaction Database (ORD), a public repository of structured organic reaction records. Task: describe an organic reaction: reactants, conditions, products, and yield The reactants are CN (methylamine), C1=C(C=CC=2SC3=C(C21)C=CC=C3)S(=O)(=O)Cl (dibenzo[b,d]thiophene-2-sulfonyl chloride). The solvent is S1(=O)(=O)CCCC1 (sulfolane), O (water). Reaction conditions: time 3 hour. The product is CNS(=O)(=O)C1=CC2=C(SC3=C2C=CC=C3)C=C1 (N-Methyldibenzo[b,d]thiophene-2-sulfonamide). Isolated yield 64.0%. Reaction SMILES: [CH3:1][NH2:2].[CH:3]1[C:11]2[C:10]3[CH:12]=[CH:13][CH:14]=[CH:15][C:9]=3[S:8][C:7]=2[CH:6]=[CH:5][C:4]=1[S:16](Cl)(=[O:18])=[O:17]>S1(CCCC1)(=O)=O.O>[CH3:1][NH:2][S:16]([C:4]1[CH:5]=[CH:6][C:7]2[S:8][C:9]3[CH:15]=[CH:14][CH:13]=[CH:12][C:10]=3[C:11]=2[CH:3]=1)(=[O:18])=[O:17]. Procedure details: A large excess of aqueous methylamine was added to a suspension of dibenzo[b,d]thiophene-2-sulfonyl chloride (2.83 g) in sulfolane (15 ml) and the mixture was stirred at RT for 3 h. The reaction mixture was diluted with water, and the precipitate was recovered, washed with water, dried and purified by silica gel chromatography eluting with a gradient of ethyl acetate:DCM of 0:100 to 10:90 to give the title compound (1.79 g, 64%). The reactants are solid, Cl.Cl.Cl.O1CCC=2C1=C(N=CC2)N2CCN(CC2)CC[C@@H]2CC[C@H](CC2)N (trans-4-{2-[4-(2,3-dihydro-furo[2,3-c]pyridin-7-yl)-piperazin-1-yl]-ethyl}-cyclohexylamine trihydrochloride), Cl.Cl.Cl.O1CCC=2C1=C(N=CC2)N2CCN(CC2)CC[C@@H]2CC[C@H](CC2)N (trans-4-{2-[4-(2,3-dihydro-furo[2,3-c]pyridin-7-yl)-piperazin-1-yl]-ethyl}-cyclohexylamine trihydrochloride), C(CCC)(=O)O (butyric acid). The product is O1CCC=2C1=C(N=CC2)N2CCN(CC2)CC[C@@H]2CC[C@H](CC2)NC(CCC)=O (trans-N-(4-{2-[4-(2,3-Dihydro-furo[2,3-c]pyridin-7-yl)-piperazin-1-yl]-ethyl}-cyclohexyl)-butyramide). RXN SMILES: Cl.Cl.Cl.[O:4]1[C:8]2=[C:9]([N:13]3[CH2:18][CH2:17][N:16]([CH2:19][CH2:20][C@H:21]4[CH2:26][CH2:25][C@H:24]([NH2:27])[CH2:23][CH2:22]4)[CH2:15][CH2:14]3)[N:10]=[CH:11][CH:12]=[C:7]2[CH2:6][CH2:5]1.[C:28](O)(=[O:32])[CH2:29][CH2:30][CH3:31]>>[O:4]1[C:8]2=[C:9]([N:13]3[CH2:18][CH2:17][N:16]([CH2:19][CH2:20][C@H:21]4[CH2:26][CH2:25][C@H:24]([NH:27][C:28](=[O:32])[CH2:29][CH2:30][CH3:31])[CH2:23][CH2:22]4)[CH2:15][CH2:14]3)[N:10]=[CH:11][CH:12]=[C:7]2[CH2:6][CH2:5]1 |f:0.1.2.3|. Procedure details: The title compound, white solid (91 mg, 91%), MS (ISP) m/z=401.5 [(M+H)+], mp 183° C., was prepared in accordance with the general method of example 6 from trans-4-{2-[4-(2,3-dihydro-furo[2,3-c]pyridin-7-yl)-piperazin-1-yl]-ethyl}-cyclohexylamine trihydrochloride (intermediate B) (110 mg, 0.25 mmol) and butyric acid.